Dataset: the Open Reaction Database (ORD), a public repository of structured organic reaction records. Task: describe an organic reaction: reactants, conditions, products, and yield Reactants: C#CCN(C)C, Clc1nnc(Cl)c2ccccc12, [Cu]I. The product is CN(C)CC#Cc1nnc(Cl)c2ccccc12. RXN SMILES: [CH3:1][N:2]([CH2:3][C:4]#[CH:5])[CH3:6].[Cl:7][c:8]1[n:9][n:10][c:11]([Cl:18])[c:12]2[cH:13][cH:14][cH:15][cH:16][c:17]12.[Cu:19][I:20]>>[CH3:1][N:2]([CH2:3][C:4]#[C:5][c:11]1[n:10][n:9][c:8]([Cl:7])[c:17]2[c:12]1[cH:13][cH:14][cH:15][cH:16]2)[CH3:6]. The reactants are Pb(NO3)2, [O-]P(=O)([O-])[O-].[K+].[K+].[K+] (K3PO4), Cl.N[C@@H](CC(=O)OC)C(=O)OC (dimethyl L-aspartate hydrochloride), BrC1(C2=CC=CC=C2C=2C=CC=CC12)C1=CC=CC=C1 (9-bromo-9-phenylfluorene). Solvent: C(C)#N (acetonitrile). Reaction conditions: time 20 hour. Product: COC([C@@H](NC1=CC=CC=2C3=CC=CC=C3C(C12)C1=CC=CC=C1)CC(=O)OC)=O (N-(9-Phenylfluorenyl)-aspartic acid dimethyl ester). Isolated yield 98.5%. As a reaction SMILES: [O-]P([O-])([O-])=O.[K+].[K+].[K+].Cl.[NH2:10][C@H:11]([C:17]([O:19][CH3:20])=[O:18])[CH2:12][C:13]([O:15][CH3:16])=[O:14].Br[C:22]1([C:35]2[CH:40]=[CH:39][CH:38]=[CH:37][CH:36]=2)[C:34]2[CH:33]=[CH:32][CH:31]=[CH:30][C:29]=2[C:28]2[C:23]1=[CH:24][CH:25]=[CH:26][CH:27]=2>C(#N)C>[CH3:20][O:19][C:17](=[O:18])[C@H:11]([CH2:12][C:13]([O:15][CH3:16])=[O:14])[NH:10][C:33]1[C:34]2[CH:22]([C:35]3[CH:36]=[CH:37][CH:38]=[CH:39][CH:40]=3)[C:23]3[C:28](=[CH:27][CH:26]=[CH:25][CH:24]=3)[C:29]=2[CH:30]=[CH:31][CH:32]=1 |f:0.1.2.3,4.5|. Procedure details: To a stirred suspension of anhydrous Pb(NO3)2 (45.0 g, 138.7 mmol) and anhydrous K3PO4 (75.0 g, 353.3 mmol) in dry acetonitrile (300.0 mL) was added sequentially L-aspartic acid dimethyl ester hydrochloride of Example 1 (32.0 , 161.9 mmol) and 9-bromo-9-phenylfluorene (62.0 g, 193.2 mmol). The mixture which resulted was stirred for 20 h at room temperature and then filtered through celite. The filter cake was washed with chloroform (3×300.0 mL). The combined organic solvents were removed under r...